Task: describe an organic reaction: reactants, conditions, products, and yield. Dataset: the Open Reaction Database (ORD), a public repository of structured organic reaction records The reactants are II (I2), OC1=CC=C(C(=O)O)C=C1 (4-hydroxybenzoic acid). Run in O (H2O), [NH4+].[OH-] (NH4OH). The product is IC=1C=C(C(=O)O)C=CC1O (3-Iodo-4-hydroxybenzoic acid). Isolated yield 82.5%. Reaction SMILES: [I:1]I.[OH:3][C:4]1[CH:12]=[CH:11][C:7]([C:8]([OH:10])=[O:9])=[CH:6][CH:5]=1>O.[NH4+].[OH-]>[I:1][C:5]1[CH:6]=[C:7]([CH:11]=[CH:12][C:4]=1[OH:3])[C:8]([OH:10])=[O:9] |f:3.4|. Procedure details: A solution of I2 (1.06 g; 4.18 mmol) and KI (3.41 g; 20.54 mmol) in H2O was added at once to a solution of 4-hydroxybenzoic acid (0.58 g; 4.18 mmol) in 25% NH4OH (22 ml). The reaction mixture turn instantly from black to colourless upon stirring at room temperature. This was evaporated under reduced pressure, diluted to 5 ml with H2O and acidified to pH˜5 with 10% citric acid. The solid formed was filtered off, washed with H2O (2×5 ml) and dried to give title compound (0.91 g; 89%), as colourles... The reactants are CC(=O)O, O=N[O-], Nc1cc(=O)[nH]c(=S)n1Cc1nc2ccccc2[nH]1, [Na+], [Na+], [Na+], O, O=S([O-])S(=O)[O-]. The product is Nc1c(N)n(Cc2nc3ccccc3[nH]2)c(=S)[nH]c1=O. Reaction SMILES: [CH3:32][C:33](=[O:34])[OH:35].[N:20]([O-:21])=[O:22].[NH2:1][c:2]1[cH:3][c:4](=[O:19])[nH:5][c:6](=[S:18])[n:7]1[CH2:8][c:9]1[n:10][c:11]2[c:12]([nH:13]1)[cH:14][cH:15][cH:16][cH:17]2.[Na+:23].[Na+:30].[Na+:31].[OH2:36].[S:24]([S:25]([O-:26])=[O:27])([O-:28])=[O:29]>>[NH2:1][c:2]1[c:3]([NH2:20])[c:4](=[O:19])[nH:5][c:6](=[S:18])[n:7]1[CH2:8][c:9]1[n:10][c:11]2[c:12]([nH:13]1)[cH:14][cH:15][cH:16][cH:17]2. Starting materials: COc1cc([N+](=O)[O-])ccc1F, [H][H], C1COCCO1. Product: COc1cc(N)ccc1F. Reaction SMILES: [F:1][c:2]1[c:3]([O:11][CH3:12])[cH:4][c:5]([N+:8]([O-:9])=[O:10])[cH:6][cH:7]1.[H:13][H:14].[O:15]1[CH2:16][CH2:17][O:18][CH2:19][CH2:20]1>>[F:1][c:2]1[c:3]([O:11][CH3:12])[cH:4][c:5]([NH2:8])[cH:6][cH:7]1.